From a dataset of the Open Reaction Database (ORD), a public repository of structured organic reaction records. describe an organic reaction: reactants, conditions, products, and yield Starting materials: FCC1=CC=C(C(=O)NCCSC(C2=CC=CC=C2)(C2=CC=CC=C2)C2=CC=CC=C2)C=C1 (4-fluoromethyl-N-[2-(tritylsulphanyl)ethyl]benzamide), C(=O)(C(F)(F)F)O (TFA). Run in O (H2O). Conditions: time 5 minute. Yields the product FCC1=CC=C(C(=O)NCCS)C=C1 (4-Fluoromethyl-N-(2-mercaptoethyl)benzamide). Reaction SMILES: [F:1][CH2:2][C:3]1[CH:33]=[CH:32][C:6]([C:7]([NH:9][CH2:10][CH2:11][S:12]C(C2C=CC=CC=2)(C2C=CC=CC=2)C2C=CC=CC=2)=[O:8])=[CH:5][CH:4]=1.C(O)(C(F)(F)F)=O>O>[F:1][CH2:2][C:3]1[CH:4]=[CH:5][C:6]([C:7]([NH:9][CH2:10][CH2:11][SH:12])=[O:8])=[CH:32][CH:33]=1. Procedure: To 1.4 mg (3.0 μmol) of 4-fluoromethyl-N-[2-(tritylsulphanyl)ethyl]benzamide was added 50 μl of TFA/TIS/H2O(95:2.5:2.5) mixture. The flask was swirled gently for 5 minutes and then concentrated in vacuo. LC-MS analysis (column Phenomenex Luna 3 μm C18(2) 50×2.00 mm; solvents: A=water/0.1% HCOOH and B=acetonitrile/0.1% HCOOH; gradient 5-60% B over 10 min; flow 0.3 ml/min, UV detection at 214 and 254 nm, ESI-MS) gave a peak (tR 6.8 min) with m/z at 214 corresponding to MH+.